From a dataset of the Open Reaction Database (ORD), a public repository of structured organic reaction records. describe an organic reaction: reactants, conditions, products, and yield Reactants: ClCCCl, CN(C)CCCN, CC(Oc1cc(-c2cnn(C(C)(C)C(=O)O)c2)cnc1N)c1c(Cl)ccc(F)c1Cl, CN(C)C=O, On1nnc2ccccc21. Yields the product CC(Oc1cc(-c2cnn(C(C)(C)C(=O)NCCCN(C)C)c2)cnc1N)c1c(Cl)ccc(F)c1Cl. As a reaction SMILES: [CH2:41]([Cl:42])[CH2:43][Cl:44].[CH3:45][N:46]([CH2:47][CH2:48][CH2:49][NH2:50])[CH3:51].[NH2:1][c:2]1[c:3]([O:19][CH:20]([CH3:21])[c:22]2[c:23]([Cl:30])[c:24]([F:29])[cH:25][cH:26][c:27]2[Cl:28])[cH:4][c:5](-[c:8]2[cH:9][n:10][n:11]([C:13]([C:14](=[O:15])[OH:16])([CH3:17])[CH3:18])[cH:12]2)[cH:6][n:7]1.[O:52]=[CH:53][N:54]([CH3:55])[CH3:56].[OH:31][n:32]1[c:33]2[c:34]([cH:35][cH:36][cH:37][cH:38]2)[n:39][n:40]1>>[NH2:1][c:2]1[c:3]([O:19][CH:20]([CH3:21])[c:22]2[c:23]([Cl:30])[c:24]([F:29])[cH:25][cH:26][c:27]2[Cl:28])[cH:4][c:5](-[c:8]2[cH:9][n:10][n:11]([C:13]([C:14](=[O:15])[NH:50][CH2:49][CH2:48][CH2:47][N:46]([CH3:45])[CH3:51])([CH3:17])[CH3:18])[cH:12]2)[cH:6][n:7]1. The reactants are C(C)OC(C(F)(F)C1=CC=C(C=C1)C(C)=O)=O (2-(4-acetylphenyl)-2,2-difluoroacetic acid ethyl ester), Cl (HCl), C(C)OC(C(F)(F)C1=CC=C(C=C1)C(C)=O)=O (2-(4-acetylphenyl)-2,2-difluoroacetic acid ethyl ester), [OH-].[Na+] (NaOH). Run at temperature 100 celsius, time 1.5 hour. Product: C(C)(=O)C1=CC=C(C=C1)C(C(=O)O)(F)F (2-(4-acetylphenyl)-2,2-difluoroacetic acid). Reaction SMILES: C([O:3][C:4](=[O:17])[C:5]([C:8]1[CH:13]=[CH:12][C:11]([C:14](=[O:16])[CH3:15])=[CH:10][CH:9]=1)([F:7])[F:6])C.[OH-].[Na+].Cl>>[C:14]([C:11]1[CH:10]=[CH:9][C:8]([C:5]([F:6])([F:7])[C:4]([OH:17])=[O:3])=[CH:13][CH:12]=1)(=[O:16])[CH3:15] |f:1.2|. Procedure: According to the above-described scheme, 2-(4-acetylphenyl)-2,2-difluoroacetic acid ethyl ester (Compound 2e; 436.0 mg, 1.8 mmol) and 1N NaOH solution (3.0 mL) were put into an eggplant flask, and the mixture was stirred at 100° C. for 1.5 hours. After the reaction, the reaction mixture was neutralized with 5% HCl solution, extracted with ethyl acetate and washed with water, and an organic layer was dried with anhydrous sodium sulfate. Ethyl acetate was distilled away under reduced pressure, and... Reactants: [H-].[Na+] (Sodium hydride), ON1C=CC2=NC(=C(C=C21)C(=O)OCC)C(=O)OCC (Diethyl 1-hydroxypyrrolo[3,2-b]pyridine-5,6-dicarboxylate), O1CCCC1 (tetrahydrofuran), C(C=C)Br (Allyl bromide). Run at temperature 0 celsius, time 30 minute. Product: C(C)OC(=O)C1=C(C=C2C(N1)=CC(=N2)OCC=C)C(=O)OCC (diethyl-(allyloxy)pyrrolo[3,2-b]pyridine-5,6-dicarboxylate). Isolated yield 89.0%. As a reaction SMILES: O[N:2]1[C:10]2[C:5](=[N:6][C:7]([C:16]([O:18][CH2:19][CH3:20])=[O:17])=[C:8]([C:11]([O:13][CH2:14][CH3:15])=[O:12])[CH:9]=2)[CH:4]=[CH:3]1.[H-].[Na+].C(Br)C=C.[O:27]1C[CH2:30][CH2:29][CH2:28]1>>[CH2:19]([O:18][C:16]([C:7]1[NH:6][C:5]2=[CH:4][C:3]([O:27][CH2:28][CH:29]=[CH2:30])=[N:2][C:10]2=[CH:9][C:8]=1[C:11]([O:13][CH2:14][CH3:15])=[O:12])=[O:17])[CH3:20] |f:1.2|. Reported procedure: Diethyl 1-hydroxypyrrolo[3,2-b]pyridine-5,6-dicarboxylate (6.2 g, 0.022 mol)is dissolved in (200 mL) dry tetrahydrofuran and cooled to 0° C. under nitrogen. Sodium hydride (0.77 g, 0.033 mol) is added in portions over ten minutes and the reaction is stirred for 30 minutes at 0° C. Allyl bromide (2.01 mL, 0.024 mol) is added all at once to the suspension and the mixture allowed to warm to room temperature and then stirred for 16 hours. The mixture is filtered and the filtrate concentrated in vacu...